Dataset: the Open Reaction Database (ORD), a public repository of structured organic reaction records. Task: describe an organic reaction: reactants, conditions, products, and yield Reactants: ClC=1C=C(C=CC1Cl)C1CN(CC1NC)C(=O)C1CCN(CC1)C(=O)C1(CC1)C ({4-[(3SR,4RS)-3-(3,4-dichloro-phenyl)-4-methylamino-pyrrolidine-1-carbonyl]-piperidin-1-yl}-(1-methyl-cyclopropyl)-methanone), O[C@H]1CC[C@H](CC1)C(=O)O (cis-4-hydroxycyclohexanecarboxylic acid). Product: ClC=1C=C(C=CC1Cl)C1C(CN(C1)C(=O)C1CCN(CC1)C(=O)C1(CC1)C)N(C(=O)[C@@H]1CC[C@@H](CC1)O)C (cis-4-hydroxy-cyclohexanecarboxylic acid {(3RS,4SR)-4-(3,4-dichloro-phenyl)-1-[1-(1-methyl-cyclopropanecarbonyl)-piperidine-4-carbonyl]-pyrrolidin-3-yl}-methyl-amide). As a reaction SMILES: [Cl:1][C:2]1[CH:3]=[C:4]([CH:9]2[CH:13]([NH:14][CH3:15])[CH2:12][N:11]([C:16]([CH:18]3[CH2:23][CH2:22][N:21]([C:24]([C:26]4([CH3:29])[CH2:28][CH2:27]4)=[O:25])[CH2:20][CH2:19]3)=[O:17])[CH2:10]2)[CH:5]=[CH:6][C:7]=1[Cl:8].[OH:30][C@@H:31]1[CH2:36][CH2:35][C@H:34]([C:37]([OH:39])=O)[CH2:33][CH2:32]1>>[Cl:1][C:2]1[CH:3]=[C:4]([CH:9]2[CH2:10][N:11]([C:16]([CH:18]3[CH2:19][CH2:20][N:21]([C:24]([C:26]4([CH3:29])[CH2:27][CH2:28]4)=[O:25])[CH2:22][CH2:23]3)=[O:17])[CH2:12][CH:13]2[N:14]([CH3:15])[C:37]([C@H:34]2[CH2:33][CH2:32][C@@H:31]([OH:30])[CH2:36][CH2:35]2)=[O:39])[CH:5]=[CH:6][C:7]=1[Cl:8]. Reported procedure: In analogy to the procedure described for the synthesis of example 97, the title compound cis-4-hydroxy-cyclohexanecarboxylic acid {(3RS,4SR)-4-(3,4-dichloro-phenyl)-1-[1-(1-methyl-cyclopropanecarbonyl)-piperidine-4-carbonyl]-pyrrolidin-3-yl}-methyl-amide was prepared from {4-[(3SR,4RS)-3-(3,4-dichloro-phenyl)-4-methylamino-pyrrolidine-1-carbonyl]-piperidin-1-yl}-(1-methyl-cyclopropyl)-methanone using cis-4-hydroxycyclohexanecarboxylic acid instead of 4-chloro-3-(trifluoromethyl)benzoic acid and... The reactants are OC1=CC=C(C=O)C=C1 (4-Hydroxybenzaldehyde), C1=CC=CC=C1 (benzene), C(CCS)S (1,3-propanedithiol). The solvent is C(Cl)(Cl)Cl (chloroform). Run at temperature 0 celsius. Yields the product OC1=CC=C(C=C1)C1SCCCS1 (2-(4-hydroxyphenyl)-1,3-dithiane). RXN SMILES: [OH:1][C:2]1[CH:9]=[CH:8][C:5]([CH:6]=O)=[CH:4][CH:3]=1.C1C=CC=CC=1.[CH2:16]([SH:20])[CH2:17][CH2:18][SH:19]>C(Cl)(Cl)Cl>[OH:1][C:2]1[CH:9]=[CH:8][C:5]([CH:6]2[S:20][CH2:16][CH2:17][CH2:18][S:19]2)=[CH:4][CH:3]=1. Procedure: 4-Hydroxybenzaldehyde (46 g, 0.377 mol), recrystallized from benzene, and 1,3-propanedithiol (45 ml, 0.449 mol) were added to dry chloroform. The reaction mixture was stirred at 0° C. and HCl gas was bubbled through the solution for 10 minutes. After the exothermic reaction stopped the solution was refluxed for 10 hours. A white precipitate formed. This was filtered off and the chloroform solution was washed with water three times, dried (MgSo4) and evaporated under reduced pressure to yield a l... Reactants: CC1=C(C2=CC=CC=C2C=C1C1=CC(=C(C=C1)C(=O)OC)OC)O (2-methyl-3-(4'-methoxycarbonyl-3'-methoxyphenyl)-1-naphthol), B(Cl)(Cl)Cl (boron trichloride). Run in C(Cl)Cl (methylene chloride), C(Cl)Cl (methylene chloride). Conditions: temperature 25 celsius, time 8 hour. Yields the product CC1=C(C2=CC=CC=C2C=C1C1=CC(=C(C=C1)C(=O)OC)O)O (2-methyl-3-(4'-methoxycarbonyl-3'-hydroxyphenyl)-1-naphthol). Isolated yield 71.7%. RXN SMILES: [CH3:1][C:2]1[C:11]([C:12]2[CH:17]=[CH:16][C:15]([C:18]([O:20][CH3:21])=[O:19])=[C:14]([O:22]C)[CH:13]=2)=[CH:10][C:9]2[C:4](=[CH:5][CH:6]=[CH:7][CH:8]=2)[C:3]=1[OH:24].B(Cl)(Cl)Cl>C(Cl)Cl>[CH3:1][C:2]1[C:11]([C:12]2[CH:17]=[CH:16][C:15]([C:18]([O:20][CH3:21])=[O:19])=[C:14]([OH:22])[CH:13]=2)=[CH:10][C:9]2[C:4](=[CH:5][CH:6]=[CH:7][CH:8]=2)[C:3]=1[OH:24]. Reported procedure: To a cooled (-78° C.) suspension of 7.0 g of 2-methyl-3-(4'-methoxycarbonyl-3'-methoxyphenyl)-1-naphthol in 100 mL of methylene chloride was added, dropwise over 10 minutes, 26 mL of 1 M boron trichloride in methylene chloride. The resulting mixture was stirred overnight at 25° C. and then quenched with 25 mL of methanol. The solution was washed with 3×40 mL of 1 N hydrochloric acid and then 2×50 mL of saturated sodium bicarbonate. The organic layer was dried over magnesium sulfate, filtered and... The reactants are F[B-](F)(F)F, Cl, OCC1Cc2ccccc2N1, O=C(O)c1cc(Nc2ccc3c(c2)CC2(C3)C(=O)Nc3ncccc32)ncn1, CN(C)C=O, CN(C)C(On1nnc2ccccc21)=[N+](C)C. Yields the product O=C(c1cc(Nc2ccc3c(c2)CC2(C3)C(=O)Nc3ncccc32)ncn1)N1c2ccccc2CC1CO. Reaction SMILES: [B-:41]([F:42])([F:43])([F:44])[F:45].[ClH:1].[NH:30]1[CH:31]([CH2:39][OH:40])[CH2:32][c:33]2[cH:34][cH:35][cH:36][cH:37][c:38]21.[O:2]=[C:3]1[NH:4][c:5]2[n:6][cH:7][cH:8][cH:9][c:10]2[C:11]12[CH2:12][c:13]1[cH:14][cH:15][c:16]([NH:20][c:21]3[cH:22][c:23]([C:27](=[O:28])[OH:29])[n:24][cH:25][n:26]3)[cH:17][c:18]1[CH2:19]2.[O:63]=[CH:64][N:65]([CH3:66])[CH3:67].[n:46]1([O:47][C:48]([N:49]([CH3:50])[CH3:51])=[N+:52]([CH3:53])[CH3:54])[c:55]2[cH:56][cH:57][cH:58][cH:59][c:60]2[n:61][n:62]1>>[O:2]=[C:3]1[NH:4][c:5]2[n:6][cH:7][cH:8][cH:9][c:10]2[C:11]12[CH2:12][c:13]1[cH:14][cH:15][c:16]([NH:20][c:21]3[cH:22][c:23]([C:27](=[O:28])[N:30]4[CH:31]([CH2:39][OH:40])[CH2:32][c:33]5[cH:34][cH:35][cH:36][cH:37][c:38]54)[n:24][cH:25][n:26]3)[cH:17][c:18]1[CH2:19]2.